Dataset: the Open Reaction Database (ORD), a public repository of structured organic reaction records. Task: describe an organic reaction: reactants, conditions, products, and yield The reactants are CC1(C(C(=CCC1)C1=CC(=C(C=C1)F)C)C(=O)OC)C (Methyl 2,2-dimethyl-6-(4-fluoro-3-methylphenyl)-cyclohex-5-en-1-carboxylate), C(CCS)S (1,3-propanedithiol), B(F)(F)F.CCOCC (boron trifluoride etherate). Solvent: CCOCC (ether), C(C)(=O)O (acetic acid). Reaction conditions: time 8 hour. The product is FC1=C(C=C(C=C1)C1=CC2(SCCCS2)CC(C1C(=O)OC)(C)C)C (Methyl 8-(4-fluoro-3-methylphenyl)-10,10-dimethyl-1.5-dithiaspiro{5.5}undec-7-en-9-carboxylate). As a reaction SMILES: [CH3:1][C:2]1([CH3:20])[CH2:7][CH2:6][CH:5]=[C:4]([C:8]2[CH:13]=[CH:12][C:11]([F:14])=[C:10]([CH3:15])[CH:9]=2)[CH:3]1[C:16]([O:18][CH3:19])=[O:17].[CH2:21]([SH:25])[CH2:22][CH2:23][SH:24].B(F)(F)F.CCOCC>C(O)(=O)C.CCOCC>[F:14][C:11]1[CH:12]=[CH:13][C:8]([C:4]2[CH:3]([C:16]([O:18][CH3:19])=[O:17])[C:2]([CH3:20])([CH3:1])[CH2:7][C:6]3([S:25][CH2:21][CH2:22][CH2:23][S:24]3)[CH:5]=2)=[CH:9][C:10]=1[CH3:15] |f:2.3|. Procedure: To a solution of 4a (7.75 g, 26.7 mmol) and 1,3-propanedithiol (3.03g, 28.1 mmol) in 50 mL acetic acid was added boron trifluoride etherate (7.98g, 56.2 mmol). The solution was stirred overnight, diluted with ether, washed with H2O saturated NaHCO3, and brine and dried (MgSO4). Removal of the volatile in vacuo provided a residue which was crystallized from hexane, wt 8.0 g, mp 100°-01° C. Anal. C20H25OF2S2 : Theory C: 63.12; H:6.62; S:16.85. Found C: 63.45; H:6.58; S: 16.44. The reactants are BrC=1C(C2=CC=C(C=C2C1C1=CC=CC=C1)OC)=O (2-Bromo-5-methoxy-3-phenyl-1H-inden-1-one), O1CCN(CC1)CCOC1=CC=C2C(=C(C(C2=C1)=O)Br)C1=CC=CC=C1 (6-(2-morpholinoethoxy)-2-bromo-3-phenyl-1H-inden-1-one), N1=CC=C(C=C1)B(O)O (4-pyridinylboronic acid). Run at time 10 minute. The product is COC=1C=C2C(=C(C(C2=CC1)=O)C1=CC=NC=C1)C1=CC=CC=C1 (5-Methoxy-3-phenyl-2-(pyridin-4-yl)-1H-inden-1-one). The yield is 74.0%. As a reaction SMILES: Br[C:2]1[C:3](=[O:19])[C:4]2[C:9]([C:10]=1[C:11]1[CH:16]=[CH:15][CH:14]=[CH:13][CH:12]=1)=[CH:8][C:7]([O:17][CH3:18])=[CH:6][CH:5]=2.O1CCN(CCOC2C=C3C(C(C4C=CC=CC=4)=C(Br)C3=O)=CC=2)CC1.[N:46]1[CH:51]=[CH:50][C:49](B(O)O)=[CH:48][CH:47]=1>>[CH3:18][O:17][C:7]1[CH:8]=[C:9]2[C:4](=[CH:5][CH:6]=1)[C:3](=[O:19])[C:2]([C:49]1[CH:50]=[CH:51][N:46]=[CH:47][CH:48]=1)=[C:10]2[C:11]1[CH:16]=[CH:15][CH:14]=[CH:13][CH:12]=1. Procedure details: The procedure of Step 7 of Example 1 was repeated except for using 2-bromo-5-methoxy-3-phenyl-1H-inden-1-one obtained in Step 4 of Example 129 as a starting material instead of 6-(2-morpholinoethoxy)-2-bromo-3-phenyl-1H-inden-1-one, 4-pyridinylboronic acid instead of 3-pyridinylboronic acid, and being stirred for 10 min to obtain the title compound (74%).